From a dataset of the Open Reaction Database (ORD), a public repository of structured organic reaction records. describe an organic reaction: reactants, conditions, products, and yield Reactants: ClC1=NC(=CC=2N1C=CN2)Cl (5,7-dichloroimidazo[1,2-c]pyrimidine), O (water), FC(C(=O)O)(F)F.NCCNC1=CC=C(C(=N1)N)[N+](=O)[O-] (N6-(2-aminoethyl)-3-nitropyridine-2,6-diamine trifluoroacetate), CCN(C(C)C)C(C)C (DIPEA). Solvent: CC(C)O (2-propanol). Conditions: temperature 80 celsius. Yields the product ClC1=CC=2N(C(=N1)NCCNC1=CC=C(C(=N1)N)[N+](=O)[O-])N=CN2 (N6-{2-[(7-Chloro[1,2,4]triazolo[1,5-c]pyrimidin-5-yl)amino]ethyl}-3-nitropyridine-2,6-diamine). Reaction SMILES: Cl[C:2]1[N:7]2C=[CH:9][N:10]=[C:6]2[CH:5]=[C:4]([Cl:11])[N:3]=1.FC(F)(F)C(O)=O.[NH2:19][CH2:20][CH2:21][NH:22][C:23]1[N:28]=[C:27]([NH2:29])[C:26]([N+:30]([O-:32])=[O:31])=[CH:25][CH:24]=1.CC[N:35](C(C)C)C(C)C.O>CC(O)C>[Cl:11][C:4]1[N:3]=[C:2]([NH:19][CH2:20][CH2:21][NH:22][C:23]2[N:28]=[C:27]([NH2:29])[C:26]([N+:30]([O-:32])=[O:31])=[CH:25][CH:24]=2)[N:7]2[N:35]=[CH:9][N:10]=[C:6]2[CH:5]=1 |f:1.2|. Procedure details: 194 mg (3.20 mmol) of 5,7-dichloroimidazo[1,2-c]pyrimidine are suspended in 8 ml of 2-propanol, and 403.9 mg (1.13 mmol) of N6-(2-aminoethyl)-3-nitropyridine-2,6-diamine trifluoroacetate and 331.7 mg (2.57 mmol) of DIPEA are added. The mixture is heated at 80° C. for 16 h. After this time, water is added, and the precipitate which separates out is filtered off with suction. It is washed with a little 2-propanol/water, and the resulting solid is dried under high vacuum. 265 mg (74% of theory) of ...